This data is from the Open Reaction Database (ORD), a public repository of structured organic reaction records. The task is: describe an organic reaction: reactants, conditions, products, and yield Reactants: CC1=CN=C(S1)C=O (5-methylthiazole-2-carbaldehyde), N1=CC=CC=C1 (pyridine), ON.Cl (HONH2.HCl). Solvent: CCO (EtOH), C(Cl)Cl (DCM). Run at time 12 hour. Yields the product CC1=CN=C(S1)C=NO (5-methylthiazole-2-carbaldehyde oxime). As a reaction SMILES: [CH3:1][C:2]1[S:6][C:5]([CH:7]=O)=[N:4][CH:3]=1.N1C=CC=CC=1.[OH:15][NH2:16].Cl>CCO.C(Cl)Cl>[CH3:1][C:2]1[S:6][C:5]([CH:7]=[N:16][OH:15])=[N:4][CH:3]=1 |f:2.3|. Procedure details: To a solution of 5-methylthiazole-2-carbaldehyde (6.1 g, 48 mmol) in EtOH (30 mL), was added pyridine (4 mL, 49 mmol) and HONH2.HCl (3.3 g, 47 mmol). The mixture was stirred at ambient temperature for 12 hours. The reaction mixture was diluted with DCM and extracted with water. The organic solution was dried, filtered and concentrated to give the crude oxime. Yield: 6 g LCMS: (ES+) m/z=143.8 (M+H)+ Reactants: CCOC(=O)CCCCCCNS(C)(=O)=O, CN(C)C=O, CCCCCC(CCCCl)OC(C)=O, [H-], [Na+], O, c1ccccc1. Yields the product CCCCCC(CCCN(CCCCCCC(=O)OCC)S(C)(=O)=O)OC(C)=O. RXN SMILES: [CH3:3][S:4](=[O:5])(=[O:6])[NH:7][CH2:8][CH2:9][CH2:10][CH2:11][CH2:12][CH2:13][C:14](=[O:15])[O:16][CH2:17][CH3:18].[CH3:40][N:41]([CH3:42])[CH:43]=[O:44].[Cl:19][CH2:20][CH2:21][CH2:22][CH:23]([CH2:24][CH2:25][CH2:26][CH2:27][CH3:28])[O:29][C:30]([CH3:31])=[O:32].[H-:1].[Na+:2].[OH2:33].[cH:34]1[cH:35][cH:36][cH:37][cH:38][cH:39]1>>[CH3:3][S:4](=[O:5])(=[O:6])[N:7]([CH2:8][CH2:9][CH2:10][CH2:11][CH2:12][CH2:13][C:14](=[O:15])[O:16][CH2:17][CH3:18])[CH2:20][CH2:21][CH2:22][CH:23]([CH2:24][CH2:25][CH2:26][CH2:27][CH3:28])[O:29][C:30]([CH3:31])=[O:32]. Reactants: OC=1C(=NC=C2C=CC=NC12)C(=O)OC (Methyl 8-hydroxy-1,6-naphthyridine-7-carboxylate), FC1=CC=C(CN)C=C1 (4-fluorobenzylamine). Run in CO (MeOH), CO (MeOH). The product is FC1=CC=C(CNC(=O)C2=NC=C3C=CC=NC3=C2O)C=C1 (N-(4-fluorobenzyl)-8-hydroxy-1,6-naphthyridine-7-carboxamide). RXN SMILES: [OH:1][C:2]1[C:3]([C:12]([O:14]C)=O)=[N:4][CH:5]=[C:6]2[C:11]=1[N:10]=[CH:9][CH:8]=[CH:7]2.[F:16][C:17]1[CH:24]=[CH:23][C:20]([CH2:21][NH2:22])=[CH:19][CH:18]=1>CO>[F:16][C:17]1[CH:24]=[CH:23][C:20]([CH2:21][NH:22][C:12]([C:3]2[C:2]([OH:1])=[C:11]3[C:6]([CH:7]=[CH:8][CH:9]=[N:10]3)=[CH:5][N:4]=2)=[O:14])=[CH:19][CH:18]=1. Procedure details: Methyl 8-hydroxy-1,6-naphthyridine-7-carboxylate (10.0 grams, 48.9 mmol) prepared as described in Example 1 was dissolved/suspended in MeOH (100 mL) and treated with 4-fluorobenzylamine (6.1 g, 48.9 mmol). The reaction was brought to reflux and the MeOH allowed to evaporate until the total volume was approximately 30 mL. The reaction was refluxed for 5 hours more and a white solid precipitated. The reaction was cooled and the solid collected by filtration, washed with a minimum of MeOH and dried... Reactants: Cn1ncc([N+](=O)[O-])c1Cl, O=C1CCNCCN1. The product is Cn1ncc([N+](=O)[O-])c1N1CCNC(=O)CC1. RXN SMILES: [Cl:1][c:2]1[c:3]([N+:8](=[O:9])[O-:10])[cH:4][n:5][n:6]1[CH3:7].[NH:11]1[CH2:12][CH2:13][NH:14][C:15](=[O:18])[CH2:16][CH2:17]1>>[c:2]1([N:11]2[CH2:12][CH2:13][NH:14][C:15](=[O:18])[CH2:16][CH2:17]2)[c:3]([N+:8](=[O:9])[O-:10])[cH:4][n:5][n:6]1[CH3:7]. Reactants: C(C)OC(=O)C1(SCCN1)CC (ethyl thiazolidine-2-carboxylic acid ethyl ester), ClC=1C=C(C=C(C1)Cl)N=C=S (3,5-dichlorophenylisothiocyanate). The solvent is C1(=CC=CC=C1)C (toluene). Product: C(C)OC(=O)C1SCCN1C(NC1=CC(=CC(=C1)Cl)Cl)=S (3-(3,5-dichlorophenylthiocarbamoyl)thiazolidine-2-carboxylic ethyl ester). The yield is 100.1%. As a reaction SMILES: [CH2:1]([O:3][C:4]([C:6]1(CC)[NH:10][CH2:9][CH2:8][S:7]1)=[O:5])[CH3:2].[Cl:13][C:14]1[CH:15]=[C:16]([N:21]=[C:22]=[S:23])[CH:17]=[C:18]([Cl:20])[CH:19]=1>C1(C)C=CC=CC=1>[CH2:1]([O:3][C:4]([CH:6]1[N:10]([C:22](=[S:23])[NH:21][C:16]2[CH:17]=[C:18]([Cl:20])[CH:19]=[C:14]([Cl:13])[CH:15]=2)[CH2:9][CH2:8][S:7]1)=[O:5])[CH3:2]. Procedure: A mixture of 1.61 g of ethyl thiazolidine-2-carboxylic acid ethyl ester thus obtained, 2.04 g of 3,5-dichlorophenylisothiocyanate and 20 ml of toluene was heated at 90° C. for 1 hour. Then the reaction mixture was cooled and the precipitate was separated by filtration to give 3.11 g (yield 85.1%) of 3-(3,5-dichlorophenylthiocarbamoyl)thiazolidine-2-carboxylic ethyl ester. The melting point was 170.5°-171.5° C. and the results of elementary analysis were as follows: Found (calculated in parenthes... Reactants: solution, C1(C=CC(N1)=O)=O.N1C=CC=C1 (maleimide pyrrole), C1(C=CC(N1)=O)=O.N1C=CC=C1 (maleimide pyrrole). Run in CN(C)C=O (DMF). Run at time 30 minute. The product is C(C)C=1C(=O)NC(C1)=O.N1C=CC=C1 (Ethyl Maleimide Pyrrole). As a reaction SMILES: [C:1]1(=[O:7])[NH:5][C:4](=[O:6])[CH:3]=[CH:2]1.[NH:8]1[CH:12]=[CH:11][CH:10]=[CH:9]1>CN(C=O)C>[CH2:9]([C:2]1[C:1]([NH:5][C:4](=[O:6])[CH:3]=1)=[O:7])[CH3:10].[NH:8]1[CH:12]=[CH:11][CH:10]=[CH:9]1 |f:0.1,3.4|. Reported procedure: SA-SH is mixed with a 25 nmol/μl solution of maleimide-pyrrole (3.4 μl; 85 nmol) prepared by taking up 2 mg of maleimide-pyrrole in 200 μl of DMF. The reaction lasts 30 minutes. Starting materials: solution, C(CCC)[Li] (n-butyllithium), hexanes, C1=CC=CC=2C3=CC=CC=C3CC12 (fluorene), C1CS1 (ethylene sulfide). The solvent is C1CCOC1 (THF), C1CCOC1 (THF). Reaction conditions: time 15 minute. Yields the product C1=CC=CC=2C3=CC=CC=C3C(C12)CCS (9H-Fluorene-9-ethanethiol). Yield: 68.1%. Reaction SMILES: [CH:1]1[C:13]2[CH2:12][C:11]3[C:6](=[CH:7][CH:8]=[CH:9][CH:10]=3)[C:5]=2[CH:4]=[CH:3][CH:2]=1.C([Li])CCC.[CH2:19]1[S:21][CH2:20]1>C1COCC1>[CH:1]1[C:13]2[CH:12]([CH2:19][CH2:20][SH:21])[C:11]3[C:6](=[CH:7][CH:8]=[CH:9][CH:10]=3)[C:5]=2[CH:4]=[CH:3][CH:2]=1. Procedure details: A solution of fluorene (20.0 g; 120 mmol) in THF (200 mL) was cooled to -40° C. and treated with 48 mL of a 2.5M solution of n-butyllithium in hexanes (120 mmol). After stirring for 15 minutes, a solution of ethylene sulfide (6.5 mL; 109 mmol) in 30 mL of THF was added, and the resulting mixture was stirred at -40° C. for 30 minutes and room temperature for 2 hours. The reaction was quenched by the addition of saturated ammonium chloride, the layers were separated, and the organic phase was wash... The reactants are N[C@H](C(=O)N[C@H](C(=O)N[C@H](C(=O)N)CC1=CC=C(C=C1)O)C)C ((S)-2-amino-N-((S)-1-((S)-1-amino-3-(4-hydroxyphenyl)-1-oxopropan-2-ylamino)-1-oxopropan-2-yl)propanamide), CN1CCOCC1 (N-methylmorpholine), C(CCl)Cl (EDC), C(=O)(OCC1C2=CC=CC=C2C2=CC=CC=C12)N[C@@H](CC1=CC=C(C=C1)O)C(=O)O (Fmoc-L Tyrosine), ON1N=NC2=C1N=CC=C2 (1-hydroxy-7-azabenzotriazole). Solvent: CN(C)C=O (DMF). Run at time 15 minute. The product is NC([C@H](CC1=CC=C(C=C1)O)NC([C@H](C)NC([C@H](C)NC([C@H](CC1=CC=C(C=C1)O)NC(OCC1C2=CC=CC=C2C=2C=CC=CC12)=O)=O)=O)=O)=O ((9H-Fluoren-9-yl)methyl(S)-1-((S)-1-((S)-1-((S)-1-amino-3-(4-hydroxyphenyl)-1-oxopropan-2-ylamino)-1-oxopropan-2-ylamino)-1-oxopropan-2-ylamino)-3-(4-hydroxyphenyl)-1-oxopropan-2-ylcarbamate). Isolated yield 55.1%. As a reaction SMILES: [NH2:1][C@@H:2]([CH3:23])[C:3]([NH:5][C@@H:6]([CH3:22])[C:7]([NH:9][C@@H:10]([CH2:14][C:15]1[CH:20]=[CH:19][C:18]([OH:21])=[CH:17][CH:16]=1)[C:11]([NH2:13])=[O:12])=[O:8])=[O:4].[C:24]([NH:41][C@H:42]([C:51](O)=[O:52])[CH2:43][C:44]1[CH:49]=[CH:48][C:47]([OH:50])=[CH:46][CH:45]=1)([O:26][CH2:27][CH:28]1[C:40]2[C:35](=[CH:36][CH:37]=[CH:38][CH:39]=2)[C:34]2[C:29]1=[CH:30][CH:31]=[CH:32][CH:33]=2)=[O:25].ON1C2N=CC=CC=2N=N1.CN1CCOCC1.C(Cl)CCl>CN(C=O)C>[NH2:13][C:11](=[O:12])[C@@H:10]([NH:9][C:7](=[O:8])[C@@H:6]([NH:5][C:3](=[O:4])[C@@H:2]([NH:1][C:51](=[O:52])[C@@H:42]([NH:41][C:24](=[O:25])[O:26][CH2:27][CH:28]1[C:40]2[CH:39]=[CH:38][CH:37]=[CH:36][C:35]=2[C:34]2[C:29]1=[CH:30][CH:31]=[CH:32][CH:33]=2)[CH2:43][C:44]1[CH:45]=[CH:46][C:47]([OH:50])=[CH:48][CH:49]=1)[CH3:23])[CH3:22])[CH2:14][C:15]1[CH:20]=[CH:19][C:18]([OH:21])=[CH:17][CH:16]=1. Procedure details: Following the procedure described in Example 7, except using (S)-2-amino-N-((S)-1-((S)-1-amino-3-(4-hydroxyphenyl)-1-oxopropan-2-ylamino)-1-oxopropan-2-yl)propanamide (40 mg, 0.124 mmol), Fmoc-L Tyrosine (52.6 mg, 0.130 mmol), 1-hydroxy-7-azabenzotriazole (9.5 mg, 0.070 mmol), anhydrous DMF (1.2 mL), N-methylmorpholine (16 μL, 0.146 mmol), EDC (28.5 mg, 0.149 mmol) and stirring at room temp for 4 h 15 min, 48.4 mg (47.5%) of the title compound is isolated as an off white solid. Purification is d...